The task is: describe an organic reaction: reactants, conditions, products, and yield. This data is from the Open Reaction Database (ORD), a public repository of structured organic reaction records. The reactants are C(CCC)S(=O)(=O)N[C@H](C(=O)OC(C)(C)C)CC1=CC=C(C=C1)N (t-butyl (2S)-2-(n-butylsulphonylamino)-3-(4-aminophenyl)propionate), C(#N)C1=CC=C(C(=O)N=C=O)C=C1 (4-cyanobenzoyl isocyanate). Solvent: C(C)#N (acetonitrile). Run at time 1 hour. Yields the product C(CCC)S(=O)(=O)N[C@H](C(=O)OC(C)(C)C)CC1=CC=C(C=C1)NC(=O)NC(C1=CC=C(C=C1)C#N)=O (t-butyl (2S)-2-(n-butylsulphonylamino)-3-[4-[3-(4-cyanobenzoyl)ureido]phenyl]propionate). Isolated yield 60.4%. As a reaction SMILES: [CH2:1]([S:5]([NH:8][C@@H:9]([CH2:17][C:18]1[CH:23]=[CH:22][C:21]([NH2:24])=[CH:20][CH:19]=1)[C:10]([O:12][C:13]([CH3:16])([CH3:15])[CH3:14])=[O:11])(=[O:7])=[O:6])[CH2:2][CH2:3][CH3:4].[C:25]([C:27]1[CH:37]=[CH:36][C:30]([C:31]([N:33]=[C:34]=[O:35])=[O:32])=[CH:29][CH:28]=1)#[N:26]>C(#N)C>[CH2:1]([S:5]([NH:8][C@@H:9]([CH2:17][C:18]1[CH:19]=[CH:20][C:21]([NH:24][C:34]([NH:33][C:31](=[O:32])[C:30]2[CH:36]=[CH:37][C:27]([C:25]#[N:26])=[CH:28][CH:29]=2)=[O:35])=[CH:22][CH:23]=1)[C:10]([O:12][C:13]([CH3:15])([CH3:16])[CH3:14])=[O:11])(=[O:6])=[O:7])[CH2:2][CH2:3][CH3:4]. Reported procedure: In a similar manner to Example 1, starting material step (c), the product of step (c) (2.59 g) and 4-cyanobenzoyl isocyanate (1.29 g) in acetonitrile (100 ml total) were reacted to give, after stirring at ambient temperature for 1 hour and storage at 10° C. overnight, a solid, which was crystallised from isopropanol to give t-butyl (2S)-2-(n-butylsulphonylamino)-3-[4-[3-(4-cyanobenzoyl)ureido]phenyl]propionate (2.32 g) as a white solid: m.p. 171°-173° C.; NMR Spectrum (CDCl3) 0.90 (3H, t), 1.37 ...